Task: describe an organic reaction: reactants, conditions, products, and yield. Dataset: the Open Reaction Database (ORD), a public repository of structured organic reaction records The reactants are Cl (HCl), ClCCOC1=C(C=CC(=C1)F)[N+](=O)[O-] (2-(2-chloroethoxy)-4-fluoro-1-nitro-benzene), ClCS(=O)(=O)C1=CC=CC2=CC=CC=C12 (1-chloromethane-sulfonyl-naphthalene), CC(C)([O-])C.[K+] (potassium t-butoxide). The solvent is C1CCOC1 (THF). Conditions: temperature -78 celsius. Yields the product ClCCOC=1C(=C(C=C(C1)F)CS(=O)(=O)C1=CC=CC2=CC=CC=C12)[N+](=O)[O-] (1-[3-(2-Chloroethoxy)-5-fluoro-2-nitrophenylmethanesulfonyl]-naphthalene). The yield is 88.3%. Reaction SMILES: [Cl:1][CH2:2][CH2:3][O:4][C:5]1[CH:10]=[C:9]([F:11])[CH:8]=[CH:7][C:6]=1[N+:12]([O-:14])=[O:13].Cl[CH2:16][S:17]([C:20]1[C:29]2[C:24](=[CH:25][CH:26]=[CH:27][CH:28]=2)[CH:23]=[CH:22][CH:21]=1)(=[O:19])=[O:18].CC(C)([O-])C.[K+].Cl>C1COCC1>[Cl:1][CH2:2][CH2:3][O:4][C:5]1[C:6]([N+:12]([O-:14])=[O:13])=[C:7]([CH2:16][S:17]([C:20]2[C:29]3[C:24](=[CH:25][CH:26]=[CH:27][CH:28]=3)[CH:23]=[CH:22][CH:21]=2)(=[O:18])=[O:19])[CH:8]=[C:9]([F:11])[CH:10]=1 |f:2.3|. Reported procedure: A mixture of 2-(2-chloroethoxy)-4-fluoro-1-nitro-benzene (1.3 g, 6 mmoles) and 1-chloromethane-sulfonyl-naphthalene (2.16 g, 9 mmoles) in THF, under nitrogen, was stirred at −78° C., treated dropwise with a solution of 1M potassium t-butoxide (18 ml, 18 mmoles) over a 30 min. period, allowed to warm to −40° C., stirred at −40° C. for 5 hours, poured into cold 2N HCl and extracted with EtOAc. The extracts were combined, dried over Na2SO4, and concentrated under vacuum. The resultant residue was r... Reactants: ClCCl, CC(C)(C)OC(=O)N1CCN(C(=O)c2ccc(N)c(F)c2)CC1, O=C(O)C(F)(F)F. Yields the product Nc1ccc(C(=O)N2CCNCC2)cc1F. As a reaction SMILES: [Cl:31][CH2:32][Cl:33].[NH2:1][c:2]1[c:3]([F:23])[cH:4][c:5]([C:6](=[O:7])[N:8]2[CH2:9][CH2:10][N:11]([C:14]([O:15][C:16]([CH3:17])([CH3:18])[CH3:19])=[O:20])[CH2:12][CH2:13]2)[cH:21][cH:22]1.[OH:24][C:25]([C:26]([F:27])([F:28])[F:29])=[O:30]>>[NH2:1][c:2]1[c:3]([F:23])[cH:4][c:5]([C:6](=[O:7])[N:8]2[CH2:9][CH2:10][NH:11][CH2:12][CH2:13]2)[cH:21][cH:22]1.